Dataset: the Open Reaction Database (ORD), a public repository of structured organic reaction records. Task: describe an organic reaction: reactants, conditions, products, and yield Starting materials: ClCCl, CC(=O)OI1(OC(C)=O)(OC(C)=O)OC(=O)c2ccccc21, CC1CC(O)CCC12OCCO2. The product is CC1CC(=O)CCC12OCCO2. Reaction SMILES: [CH2:35]([Cl:36])[Cl:37].[CH3:13][C:14]([O:15][I:16]1([O:26][C:27]([CH3:28])=[O:29])([O:30][C:31]([CH3:32])=[O:33])[c:17]2[c:18]([cH:19][cH:20][cH:21][cH:22]2)[C:23](=[O:24])[O:25]1)=[O:34].[CH3:1][CH:2]1[C:3]2([O:4][CH2:5][CH2:6][O:7]2)[CH2:8][CH2:9][CH:10]([OH:12])[CH2:11]1>>[CH3:1][CH:2]1[C:3]2([O:4][CH2:5][CH2:6][O:7]2)[CH2:8][CH2:9][C:10](=[O:12])[CH2:11]1. Reactants: C#CCNC(=O)N(C)C, CCOC(C)=O, CC(C)NC(C)C, COc1cc2c(Nc3c(Cl)cc(I)c4c3OCO4)ncnc2cc1OCCCN1CCN(C)C(=O)C1, [Cu]I, CN(C)C=O, Cl[Pd]Cl, c1ccc(P(c2ccccc2)c2ccccc2)cc1, c1ccc(P(c2ccccc2)c2ccccc2)cc1. Product: COc1cc2c(Nc3c(Cl)cc(C#CCNC(=O)N(C)C)c4c3OCO4)ncnc2cc1OCCCN1CCN(C)C(=O)C1. As a reaction SMILES: [CH3:37][N:38]([C:39](=[O:40])[NH:41][CH2:42][C:43]#[CH:44])[CH3:45].[CH3:58][CH2:59][O:60][C:61](=[O:62])[CH3:63].[CH:46]([NH:47][CH:48]([CH3:49])[CH3:50])([CH3:51])[CH3:52].[Cl:1][c:2]1[c:3]([NH:12][c:13]2[n:14][cH:15][n:16][c:17]3[cH:18][c:19]([O:25][CH2:26][CH2:27][CH2:28][N:29]4[CH2:30][C:31](=[O:36])[N:32]([CH3:35])[CH2:33][CH2:34]4)[c:20]([O:23][CH3:24])[cH:21][c:22]23)[c:4]2[c:5]([c:9]([I:11])[cH:10]1)[O:6][CH2:7][O:8]2.[Cu:105][I:106].[O:53]=[CH:54][N:55]([CH3:56])[CH3:57].[Pd:64]([Cl:65])[Cl:66].[c:67]1([P:68]([c:69]2[cH:70][cH:71][cH:72][cH:73][cH:74]2)[c:75]2[cH:76][cH:77][cH:78][cH:79][cH:80]2)[cH:81][cH:82][cH:83][cH:84][cH:85]1.[c:86]1([P:87]([c:88]2[cH:89][cH:90][cH:91][cH:92][cH:93]2)[c:94]2[cH:95][cH:96][cH:97][cH:98][cH:99]2)[cH:100][cH:101][cH:102][cH:103][cH:104]1>>[Cl:1][c:2]1[c:3]([NH:12][c:13]2[n:14][cH:15][n:16][c:17]3[cH:18][c:19]([O:25][CH2:26][CH2:27][CH2:28][N:29]4[CH2:30][C:31](=[O:36])[N:32]([CH3:35])[CH2:33][CH2:34]4)[c:20]([O:23][CH3:24])[cH:21][c:22]23)[c:4]2[c:5]([c:9]([C:44]#[C:43][CH2:42][NH:41][C:39]([N:38]([CH3:37])[CH3:45])=[O:40])[cH:10]1)[O:6][CH2:7][O:8]2. Starting materials: FC(OC=1C=C(C=CC1)B(O)O)(F)F (3-Trifluoromethoxy-benzeneboronic acid), BrC(=C)C(F)(F)F (2-Bromo-3,3,3-trifluoro-propene), C([O-])([O-])=O.[K+].[K+] (potassium carbonate). The reagents and catalysts are Cl[Pd]([P](C1=CC=CC=C1)(C2=CC=CC=C2)C3=CC=CC=C3)([P](C4=CC=CC=C4)(C5=CC=CC=C5)C6=CC=CC=C6)Cl (Bis(triphenylphosphine)palladium(II) dichloride). Run in C1CCOC1.O (THF H2O). Run at temperature 60 celsius, time 7 hour. Yields the product FC(OC1=CC(=CC=C1)C(=C)C(F)(F)F)(F)F (1-Trifluoromethoxy-3-(1-trifluoromethyl-vinyl)-benzene). As a reaction SMILES: [F:1][C:2]([F:14])([F:13])[O:3][C:4]1[CH:5]=[C:6](B(O)O)[CH:7]=[CH:8][CH:9]=1.Br[C:16]([C:18]([F:21])([F:20])[F:19])=[CH2:17].C(=O)([O-])[O-].[K+].[K+]>Cl[Pd](Cl)([P](C1C=CC=CC=1)(C1C=CC=CC=1)C1C=CC=CC=1)[P](C1C=CC=CC=1)(C1C=CC=CC=1)C1C=CC=CC=1.C1COCC1.O>[F:1][C:2]([F:14])([F:13])[O:3][C:4]1[CH:9]=[CH:8][CH:7]=[C:6]([C:16]([C:18]([F:21])([F:20])[F:19])=[CH2:17])[CH:5]=1 |f:2.3.4,6.7,^1:30,49|. Procedure: To a solution of 3-Trifluoromethoxy-benzeneboronic acid (2.5 g) in a 2:1 mixture THF/H2O (36 ml) was added 2-Bromo-3,3,3-trifluoro-propene (3.1 ml), potassium carbonate (3.35 g), then Bis(triphenylphosphine)palladium(II) dichloride (169 mg). The reaction mixture was stirred at 60° C. for 7 hours. The solution was allowed to cool to room temperature then filtered on a Celite pad. The filtrate was concentrated in vacuo and the residue was then dissolved with ethyl acetate, extracted with water, dr... Reactants: C[Si](Cl)(Cl)C (dimethyldichlorosilane), glass, CC=1CC2=CC=CC=C2C1 (2-methylindene), CCCCCC (hexane), C(CCC)[Li] (n-butyllithium), O1CCCC1 (tetrahydrofuran). Run in O (water). Reaction conditions: time 1 hour. Yields the product C[Si](C1C(=CC2=CC=CC=C12)C)(C1C(=CC2=CC=CC=C12)C)C (dimethylbis-(2-methylindenyl)silane). As a reaction SMILES: [CH3:1][C:2]1[CH2:3][C:4]2[C:9]([CH:10]=1)=[CH:8][CH:7]=[CH:6][CH:5]=2.[CH3:11][CH2:12][CH2:13][CH2:14][CH2:15][CH3:16].[CH2:17]([Li])[CH2:18][CH2:19]C.[CH3:22][Si:23]([CH3:26])(Cl)Cl.O1CCC[CH2:28]1>O>[CH3:22][Si:23]([CH3:26])([CH:13]1[C:12]2[C:16](=[CH:17][CH:18]=[CH:19][CH:11]=2)[CH:15]=[C:14]1[CH3:28])[CH:3]1[C:4]2[C:9](=[CH:8][CH:7]=[CH:6][CH:5]=2)[CH:10]=[C:2]1[CH3:1]. Reported procedure: In a 500-ml glass reaction vessel, 4.3 g (33 mmol) of 2-methylindene was dissolved in 80 ml of tetrahydrofuran. 21 ml of a 1.6 M hexane solution of n-butyllithium was slowly added dropwise to the reaction vessel while cooling. The mixture was stirred at room temperature for one hour, and then cooled again. To this mixture, 2.1 g of dimethyldichlorosilane was slowly added dropwise, and the resulting mixture was stirred at room temperature for 12 hours. 50 ml of water was added to the mixture, and... The reactants are COc1ccc(CBr)cc1, O=C1NCCCCC1Br, [H-], [Na+], C1CCOC1. Yields the product COc1ccc(CN2CCCCC(Br)C2=O)cc1. RXN SMILES: [Br:12][CH2:13][c:14]1[cH:15][cH:16][c:17]([O:20][CH3:21])[cH:18][cH:19]1.[Br:1][CH:2]1[C:3](=[O:9])[NH:4][CH2:5][CH2:6][CH2:7][CH2:8]1.[H-:10].[Na+:11].[O:22]1[CH2:23][CH2:24][CH2:25][CH2:26]1>>[Br:1][CH:2]1[C:3](=[O:9])[N:4]([CH2:13][c:14]2[cH:15][cH:16][c:17]([O:20][CH3:21])[cH:18][cH:19]2)[CH2:5][CH2:6][CH2:7][CH2:8]1. Starting materials: C(C=C)Br (allyl bromide), O (water), [H-].[Na+] (Sodium hydride), ClC=1C2=C(N=CN1)NC=C2I (4-chloro-5-iodo-7H-pyrrolo[2,3-d]pyrimidine), C(C=C)Br (allyl bromide). Solvent: CN(C=O)C (N,N-dimethylformamide). Yields the product ClC=1C2=C(N=CN1)N(C=C2I)CC=C (4-chloro-5-iodo-7-(prop-1-en-3-yl)-7H-pyrrolo[2,3-d]-pyrimidine). RXN SMILES: [H-].[Na+].[Cl:3][C:4]1[C:5]2[C:12]([I:13])=[CH:11][NH:10][C:6]=2[N:7]=[CH:8][N:9]=1.[CH2:14](Br)[CH:15]=[CH2:16].O>CN(C)C=O>[Cl:3][C:4]1[C:5]2[C:12]([I:13])=[CH:11][N:10]([CH2:16][CH:15]=[CH2:14])[C:6]=2[N:7]=[CH:8][N:9]=1 |f:0.1|. Reported procedure: Sodium hydride (0.28 g of 60% dispersion in mineral oil) was added to a solution of 4-chloro-5-iodo-7H-pyrrolo[2,3-d]pyrimidine (1.96 g) in dry N,N-dimethylformamide (40 ml) with stirring under nitrogen at ambient temperature. The mixture was then stirred for 30 minutes and allyl bromide (0.62 ml) was added dropwise. After stirring for 1 hour at ambient temperature more allyl bromide (0.20 ml) was added and the mixture was left stirring at ambient temperature for 18 hours. The mixture was added ... Starting materials: S1CCSC(=C1)C(C(=O)NC1[C@@H]2N(C(=C(CS2)Cl)C(=O)OCC2=CC=C(C=C2)[N+](=O)[O-])C1=O)=NOC (4-Nitrobenzyl 7-[2-(2,3-dihydro-1,4-dithiin-5-yl)-2-methoxyiminoacetamido]-3-chloro-3-cephem-4-carboxylate), O1CCCC1 (tetrahydrofuran), CO (methanol), O (water). The reagents and catalysts are [C].[Pd] (palladium-carbon). Solvent: C(C)(=O)O (acetic acid). Product: S1CCSC(=C1)C(C(=O)NC1[C@@H]2N(C(=C(CS2)Cl)C(=O)O)C1=O)=NOC (7-[2-(2,3-dihydro-1,4-dithiin-5-yl)-2-methoxyiminoacetamido-]-3-chloro-3-cephem-4-carboxylic acid). The yield is 41.9%. As a reaction SMILES: [S:1]1[CH:6]=[C:5]([C:7](=[N:34][O:35][CH3:36])[C:8]([NH:10][CH:11]2[C:32](=[O:33])[N:13]3[C:14]([C:19]([O:21]CC4C=CC([N+]([O-])=O)=CC=4)=[O:20])=[C:15]([Cl:18])[CH2:16][S:17][C@H:12]23)=[O:9])[S:4][CH2:3][CH2:2]1.O1CCCC1.CO.O>[C].[Pd].C(O)(=O)C>[S:1]1[CH:6]=[C:5]([C:7](=[N:34][O:35][CH3:36])[C:8]([NH:10][CH:11]2[C:32](=[O:33])[N:13]3[C:14]([C:19]([OH:21])=[O:20])=[C:15]([Cl:18])[CH2:16][S:17][C@H:12]23)=[O:9])[S:4][CH2:3][CH2:2]1 |f:4.5|. Procedure: 4-Nitrobenzyl 7-[2-(2,3-dihydro-1,4-dithiin-5-yl)-2-methoxyiminoacetamido]-3-chloro-3-cephem-4-carboxylate (syn isomer, 5.0 g.), tetrahydrofuran (50 ml.), methanol (30 ml.), 10% palladium-carbon (2 g.), water (7 ml.) and acetic acid (0.7 ml.) were treated in a similar manner to that of Example 19-(2) to give 7-[2-(2,3-dihydro-1,4-dithiin-5-yl)-2-methoxyiminoacetamido-]-3-chloro-3-cephem-4-carboxylic acid (syn isomer, 1.6 g.).